This data is from the Open Reaction Database (ORD), a public repository of structured organic reaction records. The task is: describe an organic reaction: reactants, conditions, products, and yield The reactants are CCOC(C)=O, CN(C)C=O, [H-], CC(C)OCCI, O=[N+]([O-])c1cc[nH]n1, [Na+]. The product is CC(C)OCCn1ccc([N+](=O)[O-])n1. Reaction SMILES: [CH3:23][CH2:24][O:25][C:26](=[O:27])[CH3:28].[CH3:9][N:10]([CH3:11])[CH:12]=[O:13].[H-:14].[I:16][CH2:17][CH2:18][O:19][CH:20]([CH3:21])[CH3:22].[N+:1](=[O:2])([O-:3])[c:4]1[n:5][nH:6][cH:7][cH:8]1.[Na+:15]>>[N+:1](=[O:2])([O-:3])[c:4]1[n:5][n:6]([CH2:17][CH2:18][O:19][CH:20]([CH3:21])[CH3:22])[cH:7][cH:8]1. The reactants are ClC1=CC(=NC2=C(C=CC(=C12)Cl)C)C (4,5-dichloro-2,8-dimethyl-quinoline), N1N=CN=C1 (1,2,4-triazole), S(O)(O)(=O)=O (sulfuric acid), [OH-].[NH4+] (ammonium hydroxide). Solvent: O (water). Conditions: temperature 70 celsius, time 3 hour. Yields the product N1(N=CN=C1)C1=CC(=NC2=C(C=CC(=C12)Cl)C)C (4-(1H-1,2,4-triazole-1-yl)-2,8-dimethyl-5-chloro-quinoline). The yield is 77.3%. As a reaction SMILES: Cl[C:2]1[C:11]2[C:6](=[C:7]([CH3:13])[CH:8]=[CH:9][C:10]=2[Cl:12])[N:5]=[C:4]([CH3:14])[CH:3]=1.[NH:15]1[CH:19]=[N:18][CH:17]=[N:16]1.S(=O)(=O)(O)O.[OH-].[NH4+]>O>[N:15]1([C:2]2[C:11]3[C:6](=[C:7]([CH3:13])[CH:8]=[CH:9][C:10]=3[Cl:12])[N:5]=[C:4]([CH3:14])[CH:3]=2)[CH:19]=[N:18][CH:17]=[N:16]1 |f:3.4|. Procedure details: A mixture of 2.26 g of 4,5-dichloro-2,8-dimethyl-quinoline, 1.38 g of 1,2,4-triazole and 0.1 g of 96% sulfuric acid is stirred at 70° C. for 3 hours. The reaction mixture is poured into 50 ml of water and neutralized with 1 ml of a concentrated ammonium hydroxide solution. The precipitated product is filtered and washed with water. Thus 2.0 g of the desired compound are obtained, yield 77.4%. Mp.: 117°-118° C.